This data is from the Open Reaction Database (ORD), a public repository of structured organic reaction records. The task is: describe an organic reaction: reactants, conditions, products, and yield Reactants: OC1=C(C(N(N=C1C(C)C)CCC(C)C)=O)C1=NS(C2=C(N1)C=CC(=C2)[N+](=O)[O-])(=O)=O (5-Hydroxy-6-isopropyl-2-(3-methyl-butyl)-4-(7-nitro-1,1-dioxo-1,4-dihydro-1λ6-benzo[1,2,4]thiadiazin-3-yl)-2H-pyridazin-3-one), NN (NH2NH2). Reagents/catalysts: [Ni] (Raney-Nickel). Solvent: CO (MeOH), C1CCOC1 (THF). Run at time 15 minute. The product is NC1=CC2=C(NC(=NS2(=O)=O)C=2C(N(N=C(C2O)C(C)C)CCC(C)C)=O)C=C1 (4-(7-Amino-1,1-dioxo-1,4-dihydro-1λ6-benzo[1,2,4]thiadiazin-3-yl)-5-hydroxy-6-isopropyl-2-(3-methyl-butyl)-2H-pyridazin-3-one). The yield is 78.0%. Reaction SMILES: [OH:1][C:2]1[C:7]([CH:8]([CH3:10])[CH3:9])=[N:6][N:5]([CH2:11][CH2:12][CH:13]([CH3:15])[CH3:14])[C:4](=[O:16])[C:3]=1[C:17]1[NH:22][C:21]2[CH:23]=[CH:24][C:25]([N+:27]([O-])=O)=[CH:26][C:20]=2[S:19](=[O:31])(=[O:30])[N:18]=1.NN>CO.C1COCC1.[Ni]>[NH2:27][C:25]1[CH:24]=[CH:23][C:21]2[NH:22][C:17]([C:3]3[C:4](=[O:16])[N:5]([CH2:11][CH2:12][CH:13]([CH3:14])[CH3:15])[N:6]=[C:7]([CH:8]([CH3:10])[CH3:9])[C:2]=3[OH:1])=[N:18][S:19](=[O:30])(=[O:31])[C:20]=2[CH:26]=1. Reported procedure: To a solution of 5i (0.100 g, 0.22 mmol) in MeOH (5 mL) and THF (5 mL) was added Raney-Nickel (0.6 mL, 50% slurry in H2O) followed by anhydrous NH2NH2 (0.3 mL, 9.56 mmol). The reaction mixture was stirred 15 min at ambient temperature, filtered using a syringe filter with 0.2 μm PTFE membrane, and concentrated in vacuo. The crude mixture was purified by flash column chromatography using silica gel eluted with 0-3% MeOH/CH2Cl2 to give 5j (0.072 g, 77%) as a red solid. 1H NMR (400 MHz, D6-DMSO) δ ... Reactants: CC=1N=CC2=CC=CC=C2C1 (3-methylisoquinoline), [N+](=O)([O-])[O-].[K+] (potassium nitrate), C([O-])([O-])=O.[K+].[K+] (potassium carbonate), ice water. Run in S(O)(O)(=O)=O (sulfuric acid), S(O)(O)(=O)=O (sulfuric acid). Conditions: time 2 hour. Yields the product CC=1N=CC2=CC=CC(=C2C1)[N+](=O)[O-] (3-Methyl-5-nitroisoquinoline). As a reaction SMILES: [CH3:1][C:2]1[N:3]=[CH:4][C:5]2[C:10]([CH:11]=1)=[CH:9][CH:8]=[CH:7][CH:6]=2.[N+:12]([O-])([O-:14])=[O:13].[K+].C(=O)([O-])[O-].[K+].[K+]>S(=O)(=O)(O)O>[CH3:1][C:2]1[N:3]=[CH:4][C:5]2[C:10]([CH:11]=1)=[C:9]([N+:12]([O-:14])=[O:13])[CH:8]=[CH:7][CH:6]=2 |f:1.2,3.4.5|. Reported procedure: A solution of 3-methylisoquinoline (5.4 g, 0.04 mol) in concentrated sulfuric acid (30 ml) was cautiously added to a solution of potassium nitrate (4.25 g, 1.1 eq) in concentrated sulfuric acid (23 ml) whilst maintaining the temperature below 4° C. (ice bath). Stirring was continued for 2 h and then temperature raised to ambient. Reaction was further stirred for 3 h and then poured into ice-water slurry (500 mL. Neutralisation using solid potassium carbonate affored a yellow solid which was filt... As a reaction SMILES: [CH3:33][c:34]1[cH:35][cH:36][cH:37][cH:38][cH:39]1.[N+:1](=[O:2])([O-:3])[c:4]1[cH:5][cH:6][c:7]([N:10]2[CH2:11][CH2:12][C:13](=[O:16])[CH2:14][CH2:15]2)[cH:8][cH:9]1.[OH2:32].[OH:17][CH2:18][CH2:19][OH:20].[c:21]1([CH3:22])[cH:23][cH:24][c:25]([S:26]([OH:27])(=[O:28])=[O:29])[cH:30][cH:31]1>>[N+:1](=[O:2])([O-:3])[c:4]1[cH:5][cH:6][c:7]([N:10]2[CH2:11][CH2:12][C:13]3([CH2:14][CH2:15]2)[O:16][CH2:19][CH2:18][O:17]3)[cH:8][cH:9]1. Yields the product O=[N+]([O-])c1ccc(N2CCC3(CC2)OCCO3)cc1. Reactants: Cc1ccccc1, O=C1CCN(c2ccc([N+](=O)[O-])cc2)CC1, O, OCCO, Cc1ccc(S(=O)(=O)O)cc1. Reactants: CN1CCN=C1c1ccc(NC(=O)C(CC(=O)O)NC(=O)Nc2ccc(Cl)cc2)cc1, CNC, CN(C)C=O. Product: CN(C)C(=O)CC(NC(=O)Nc1ccc(Cl)cc1)C(=O)Nc1ccc(C2=NCCN2C)cc1. Reaction SMILES: [CH3:1][N:2]1[C:3]([c:7]2[cH:8][cH:9][c:10]([NH:13][C:14]([CH:15]([NH:16][C:17](=[O:18])[NH:19][c:20]3[cH:21][cH:22][c:23]([Cl:26])[cH:24][cH:25]3)[CH2:27][C:28](=[O:29])[OH:30])=[O:31])[cH:11][cH:12]2)=[N:4][CH2:5][CH2:6]1.[CH3:32][NH:33][CH3:34].[O:35]=[CH:36][N:37]([CH3:38])[CH3:39]>>[CH3:1][N:2]1[C:3]([c:7]2[cH:8][cH:9][c:10]([NH:13][C:14]([CH:15]([NH:16][C:17](=[O:18])[NH:19][c:20]3[cH:21][cH:22][c:23]([Cl:26])[cH:24][cH:25]3)[CH2:27][C:28](=[O:29])[N:33]([CH3:32])[CH3:34])=[O:31])[cH:11][cH:12]2)=[N:4][CH2:5][CH2:6]1. Reactants: C1(=CC=CC=C1)S(=O)(=O)N1[C@H](C(=O)C23C(CC(CC2)C3)(C(=O)OC)N)CCC1 (N-phenylsulfonyl-(L)-prolyl-2-amino-2-norbornanecarboxylic acid, methyl ester). Run in [OH-].[Na+] (sodium hydroxide), CO (methanol). Product: C1(=CC=CC=C1)S(=O)(=O)N1[C@H](C(=O)C23C(CC(CC2)C3)(C(=O)O)N)CCC1 (N— Benzenesulfonyl-(L)-prolyl-2-amino-2-norbornanecarboxylic acid). RXN SMILES: [C:1]1([S:7]([N:10]2[CH2:28][CH2:27][CH2:26][C@H:11]2[C:12]([C:14]23[CH2:20][CH:17]([CH2:18][CH2:19]2)[CH2:16][C:15]3([NH2:25])[C:21]([O:23]C)=[O:22])=[O:13])(=[O:9])=[O:8])[CH:6]=[CH:5][CH:4]=[CH:3][CH:2]=1>[OH-].[Na+].CO>[C:1]1([S:7]([N:10]2[CH2:28][CH2:27][CH2:26][C@H:11]2[C:12]([C:14]23[CH2:20][CH:17]([CH2:18][CH2:19]2)[CH2:16][C:15]3([NH2:25])[C:21]([OH:23])=[O:22])=[O:13])(=[O:8])=[O:9])[CH:2]=[CH:3][CH:4]=[CH:5][CH:6]=1 |f:1.2|. Procedure: A solution of N-phenylsulfonyl-(L)-prolyl-2-amino-2-norbornanecarboxylic acid, methyl ester (210 mg, 0.2 mmol) in 3 mL of 1:1 aqueous sodium hydroxide (1 M) and methanol was stirred at room temperature for 2 weeks. The reaction was quenched with concentrated hydrochloric acid (0.2 mL), and the resulting mixture was partitioned between saturated salt solution and ethyl acetate. The product was extracted with ethyl acetate and was purified by flash chromatography on silica gel eluted with 100:5:1 ... Starting materials: CCOC(=O)c1cnc2c(c(C)nn2C)c1N(Cc1cccnc1)S(=O)(=O)c1ccc(OC)cc1, CCO, [K+], [OH-], O. Product: COc1ccc(S(=O)(=O)N(Cc2cccnc2)c2c(C(=O)O)cnc3c2c(C)nn3C)cc1. As a reaction SMILES: [CH3:1][O:2][c:3]1[cH:4][cH:5][c:6]([S:9](=[O:10])(=[O:11])[N:12]([c:13]2[c:14]3[c:15]([n:16][cH:17][c:18]2[C:19](=[O:20])[O:21][CH2:22][CH3:23])[n:24]([CH3:28])[n:25][c:26]3[CH3:27])[CH2:29][c:30]2[cH:31][n:32][cH:33][cH:34][cH:35]2)[cH:7][cH:8]1.[CH3:38][CH2:39][OH:40].[K+:37].[OH-:36].[OH2:41]>>[CH3:1][O:2][c:3]1[cH:4][cH:5][c:6]([S:9](=[O:10])(=[O:11])[N:12]([c:13]2[c:14]3[c:15]([n:16][cH:17][c:18]2[C:19](=[O:20])[OH:21])[n:24]([CH3:28])[n:25][c:26]3[CH3:27])[CH2:29][c:30]2[cH:31][n:32][cH:33][cH:34][cH:35]2)[cH:7][cH:8]1. Starting materials: O=C(Cl)C(=O)Cl, ClCCl, Cn1ccc(NC(=O)C(CC2CCCC2)c2ccc(S(C)(=O)=O)c(Cl)c2)n1, NC(=O)Cn1ccc(N)n1, Cc1cccc(C)n1. Reaction SMILES: [C:28]([Cl:29])(=[O:30])[C:31]([Cl:32])=[O:33].[CH2:52]([Cl:53])[Cl:54].[Cl:1][c:2]1[cH:3][c:4]([CH:12]([C:13](=[O:14])[NH:15][c:16]2[n:17][n:18]([CH3:21])[cH:19][cH:20]2)[CH2:22][CH:23]2[CH2:24][CH2:25][CH2:26][CH2:27]2)[cH:5][cH:6][c:7]1[S:8](=[O:9])(=[O:10])[CH3:11].[NH2:42][c:43]1[cH:44][cH:45][n:46]([CH2:47][C:49](=[O:50])[NH2:51])[n:48]1.[n:34]1[c:35]([CH3:36])[cH:37][cH:38][cH:39][c:40]1[CH3:41]>>[Cl:1][c:2]1[cH:3][c:4]([CH:12]([C:13](=[O:14])[NH:15][c:16]2[n:17][n:18]([CH2:21][C:49](=[O:50])[NH2:51])[cH:19][cH:20]2)[CH2:22][CH:23]2[CH2:24][CH2:25][CH2:26][CH2:27]2)[cH:5][cH:6][c:7]1[S:8](=[O:9])(=[O:10])[CH3:11]. Yields the product CS(=O)(=O)c1ccc(C(CC2CCCC2)C(=O)Nc2ccn(CC(N)=O)n2)cc1Cl. The reactants are C(CC)N(C1CC2=CC(=C(C=C2C1)C(=O)[O-])C(=O)[O-])CCC (2-(dipropylamino)-2,3-dihydro-1H-indene-5,6-dicarboxylate), NCC1=CC=NC=C1 (4-aminomethylpyridine), Cl (HCl). Yields the product C(CC)N(C1CC=2C(=CC=3C(N(C(C3C2)=O)CC2=CC=NC=C2)=O)C1)CCC (6-(Dipropylamino)-6,7-dihydro-2-(4-pyridinylmethyl)cyclopent[f]isoindole-1,3(2H,5H)-dione). Reaction SMILES: [CH2:1]([N:4]([CH2:20][CH2:21][CH3:22])[CH:5]1[CH2:13][C:12]2[C:7](=[CH:8][C:9]([C:17]([O-])=[O:18])=[C:10]([C:14]([O-:16])=O)[CH:11]=2)[CH2:6]1)[CH2:2][CH3:3].[NH2:23][CH2:24][C:25]1[CH:30]=[CH:29][N:28]=[CH:27][CH:26]=1.Cl>>[CH2:20]([N:4]([CH2:1][CH2:2][CH3:3])[CH:5]1[CH2:13][C:12]2=[CH:11][C:10]3[C:14](=[O:16])[N:23]([CH2:24][C:25]4[CH:30]=[CH:29][N:28]=[CH:27][CH:26]=4)[C:17](=[O:18])[C:9]=3[CH:8]=[C:7]2[CH2:6]1)[CH2:21][CH3:22]. Procedure details: Using procedure 49, 2-(dipropylamino)-2,3-dihydro-1H-indene-5,6-dicarboxylate (92, 0.35 g, 1.0 mmol) was treated with 4-aminomethylpyridine (0.14 mL, 1.4 mmol). Purification using silica gel, eluting with 3:1 CH2Cl2 /acetone, afforded an oil that was converted to an HCl salt and recrystallized from hot MeOH/EtOAc to give 117 as a white solid (m.p. 283-284° C.). The reactants are CC(C)(C)OC(=O)Nc1cccc(Cn2ccc(NC(=O)C(CC3CCCC3)c3ccc(S(C)(=O)=O)c(Cl)c3)n2)c1, ClCCl, O=C(O)C(F)(F)F. The product is CS(=O)(=O)c1ccc(C(CC2CCCC2)C(=O)Nc2ccn(Cc3cccc(N)c3)n2)cc1Cl. As a reaction SMILES: [C:1]([O:2][C:3](=[O:4])[NH:7][c:8]1[cH:9][c:10]([CH2:14][n:15]2[n:16][c:17]([NH:20][C:21]([CH:22]([CH2:23][CH:24]3[CH2:25][CH2:26][CH2:27][CH2:28]3)[c:29]3[cH:30][c:31]([Cl:39])[c:32]([S:35](=[O:36])(=[O:37])[CH3:38])[cH:33][cH:34]3)=[O:40])[cH:18][cH:19]2)[cH:11][cH:12][cH:13]1)([CH3:5])([CH3:6])[CH3:41].[CH2:49]([Cl:50])[Cl:51].[OH:42][C:43]([C:44]([F:45])([F:46])[F:47])=[O:48]>>[NH2:7][c:8]1[cH:9][c:10]([CH2:14][n:15]2[n:16][c:17]([NH:20][C:21]([CH:22]([CH2:23][CH:24]3[CH2:25][CH2:26][CH2:27][CH2:28]3)[c:29]3[cH:30][c:31]([Cl:39])[c:32]([S:35](=[O:36])(=[O:37])[CH3:38])[cH:33][cH:34]3)=[O:40])[cH:18][cH:19]2)[cH:11][cH:12][cH:13]1. The reactants are C(C)(C)(C)OC(=O)N[C@H](CC(C)(C)C)C(=O)O (N-(tert-Butoxycarbonyl)-3-tert-butyl-D-alanine), Cl.C(C)(C)(C)C[C@H](N)C(=O)OCC1=CC=CC=C1 (benzyl 3-tert-butyl-L-alaninate hydrochloride), CN1CCOCC1 (N-methylmorpholine). Yields the product C(C1=CC=CC=C1)OC([C@@H](NC([C@H](NC(=O)OC(C)(C)C)CC(C)(C)C)=O)CC(C)(C)C)=O (N-(tert-Butoxycarbonyl)-3-tert-butyl-D-alanyl-3-tert-butyl-L-alanine benzyl ester). Isolated yield 97.0%. Reaction SMILES: [C:1]([O:5][C:6]([NH:8][C@@H:9]([C:15]([OH:17])=O)[CH2:10][C:11]([CH3:14])([CH3:13])[CH3:12])=[O:7])([CH3:4])([CH3:3])[CH3:2].Cl.[C:19]([CH2:23][C@@H:24]([C:26]([O:28][CH2:29][C:30]1[CH:35]=[CH:34][CH:33]=[CH:32][CH:31]=1)=[O:27])[NH2:25])([CH3:22])([CH3:21])[CH3:20].CN1CCOCC1>>[CH2:29]([O:28][C:26](=[O:27])[C@H:24]([CH2:23][C:19]([CH3:21])([CH3:20])[CH3:22])[NH:25][C:15](=[O:17])[C@@H:9]([CH2:10][C:11]([CH3:12])([CH3:13])[CH3:14])[NH:8][C:6]([O:5][C:1]([CH3:2])([CH3:3])[CH3:4])=[O:7])[C:30]1[CH:35]=[CH:34][CH:33]=[CH:32][CH:31]=1 |f:1.2|. Procedure: N-(tert-Butoxycarbonyl)-3-tert-butyl-D-alanine (3.28 g, 13.4 mmol) and benzyl 3-tert-butyl-L-alaninate hydrochloride (4.0 g, 14.7 mmol; J. X. He, W. L. Cody, A. M. Doherty, J. Org. Chem. 1995, 60, 8262-8266) are reacted by general procedure 6 (in this case 5 equivalents of N-methylmorpholine). Aqueous workup results in 6.0 g of product (97% of theory). The product can be finally purified by preparative HPLC (method 16).